From a dataset of the Open Reaction Database (ORD), a public repository of structured organic reaction records. describe an organic reaction: reactants, conditions, products, and yield The reactants are N1CCOCCOCCOCC1 (1-aza-4,7,10-trioxacyclododecane), C12(CC3CC(CC(C1)C3)C2)CC(=O)Cl ((1-adamantyl)acetyl chloride). Product: C12(CC3CC(CC(C1)C3)C2)CC(=O)N2CCOCCOCCOCC2 (1-((1-Adamantyl) acetyl)-1-aza-4,7,10-trioxacyclododecane). As a reaction SMILES: [NH:1]1[CH2:12][CH2:11][O:10][CH2:9][CH2:8][O:7][CH2:6][CH2:5][O:4][CH2:3][CH2:2]1.[C:13]12([CH2:23][C:24](Cl)=[O:25])[CH2:22][CH:17]3[CH2:18][CH:19]([CH2:21][CH:15]([CH2:16]3)[CH2:14]1)[CH2:20]2>>[C:13]12([CH2:23][C:24]([N:1]3[CH2:12][CH2:11][O:10][CH2:9][CH2:8][O:7][CH2:6][CH2:5][O:4][CH2:3][CH2:2]3)=[O:25])[CH2:20][CH:19]3[CH2:18][CH:17]([CH2:16][CH:15]([CH2:21]3)[CH2:14]1)[CH2:22]2. Procedure: Analogously to Example 14 from 1-aza-4,7,10-trioxacyclododecane and (1-adamantyl)acetyl chloride. Starting materials: C(C1=CC=CC=C1)OC(=O)C(CCC1=CC=CC=C1)NC1C(N(CC(SC1)C1=CC=CC=C1)CC(=O)OC(C)(C)C)=O (t-Butyl α-[6-(1-benzyloxycarbonyl-3-phenylpropylamino)-5-oxo-2-phenylperhydro-1,4-thiazepin-4-yl]acetate), FC(C(=O)O)(F)F (trifluoroacetic acid). Yields the product C(C1=CC=CC=C1)OC(=O)C(CCC1=CC=CC=C1)NC1C(N(CC(SC1)C1=CC=CC=C1)CC(=O)O)=O (α-[6-(1-Benzyloxycarbonyl-3-phenylpropylamino)-5-oxo-2-phenylperhydro-1,4-thiazepin-4-yl]acetic acid). RXN SMILES: [CH2:1]([O:8][C:9]([CH:11]([NH:20][CH:21]1[CH2:27][S:26][CH:25]([C:28]2[CH:33]=[CH:32][CH:31]=[CH:30][CH:29]=2)[CH2:24][N:23]([CH2:34][C:35]([O:37]C(C)(C)C)=[O:36])[C:22]1=[O:42])[CH2:12][CH2:13][C:14]1[CH:19]=[CH:18][CH:17]=[CH:16][CH:15]=1)=[O:10])[C:2]1[CH:7]=[CH:6][CH:5]=[CH:4][CH:3]=1.FC(F)(F)C(O)=O>>[CH2:1]([O:8][C:9]([CH:11]([NH:20][CH:21]1[CH2:27][S:26][CH:25]([C:28]2[CH:33]=[CH:32][CH:31]=[CH:30][CH:29]=2)[CH2:24][N:23]([CH2:34][C:35]([OH:37])=[O:36])[C:22]1=[O:42])[CH2:12][CH2:13][C:14]1[CH:19]=[CH:18][CH:17]=[CH:16][CH:15]=1)=[O:10])[C:2]1[CH:3]=[CH:4][CH:5]=[CH:6][CH:7]=1. Procedure: 0.10 g of isomer B of t-butyl α-[6-(1-benzyloxycarbonyl-3-phenylpropylamino)-5-oxo-2-phenylperhydro-1,4-thiazepin-4-yl]acetate (prepared as described in Example 21) was treated with trifluoroacetic acid to remove its t-butyl group by the process described in Example 3. 70 mg of the title compound were obtained as amorphous solid. Starting materials: FC(C(=O)O)(F)F (Trifluoroacetic acid), FC1=C(C=CC=C1F)[C@@H]1CC[C@H](C(N(C1)CCSC)=O)NC(OC(C)(C)C)=O (tert-butyl (3R,6S)-6-(2,3-difluorophenyl)-1-[2-(methylthio)ethyl]-2-oxoazepan-3-ylcarbamate). The solvent is ClCCl (dichloromethane). Run at time 30 minute. The product is N[C@H]1C(N(C[C@@H](CC1)C1=C(C(=CC=C1)F)F)CCSC)=O ((3R,6S)-3-Amino-6-(2,3-difluorophenyl)-1-[2-(methylthio)ethyl]azepan-2-one). RXN SMILES: FC(F)(F)C(O)=O.[F:8][C:9]1[C:14]([F:15])=[CH:13][CH:12]=[CH:11][C:10]=1[C@H:16]1[CH2:22][N:21]([CH2:23][CH2:24][S:25][CH3:26])[C:20](=[O:27])[C@H:19]([NH:28]C(=O)OC(C)(C)C)[CH2:18][CH2:17]1>ClCCl>[NH2:28][C@@H:19]1[CH2:18][CH2:17][C@@H:16]([C:10]2[CH:11]=[CH:12][CH:13]=[C:14]([F:15])[C:9]=2[F:8])[CH2:22][N:21]([CH2:23][CH2:24][S:25][CH3:26])[C:20]1=[O:27]. Procedure: Trifluoroacetic acid (2 mL) was added to a solution of tert-butyl (3R,6S)-6-(2,3-difluorophenyl)-1-[2-(methylthio)ethyl]-2-oxoazepan-3-ylcarbamate (77 mg, 0.186 mmol) in dichloromethane (10 mL). After 30 min, the solution was concentrated and azeotroped with toluene (2×). Saturated aqueous sodium bicarbonate solution was added and the mixture was extracted with dichloromethane (3×). The combined organic extracts were washed with saturated brine, dried over magnesium sulfate, filtered and concent...